describe an organic reaction: reactants, conditions, products, and yield From a dataset of the Open Reaction Database (ORD), a public repository of structured organic reaction records. Starting materials: ClC=1C=NC=2N(C1)N=C(C2)C(=O)O (6-chloro-pyrazolo[1,5-a]pyrimidine-2-carboxylic acid), CC1NCCC2=CC=CC=C12 (1-Methyl-1,2,3,4-tetrahydro-isoquinoline). Product: ClC=1C=NC=2N(C1)N=C(C2)C(=O)N2[C@H](C1=CC=CC=C1CC2)C ((6-Chloro-pyrazolo[1,5-a]pyrimidin-2-yl)-(1-(S)-methyl-3,4-dihydro-1H-isoquinolin-2-yl)-methanone). As a reaction SMILES: [Cl:1][C:2]1[CH:3]=[N:4][C:5]2[N:6]([N:8]=[C:9]([C:11]([OH:13])=O)[CH:10]=2)[CH:7]=1.[CH3:14][CH:15]1[C:24]2[C:19](=[CH:20][CH:21]=[CH:22][CH:23]=2)[CH2:18][CH2:17][NH:16]1>>[Cl:1][C:2]1[CH:3]=[N:4][C:5]2[N:6]([N:8]=[C:9]([C:11]([N:16]3[CH2:17][CH2:18][C:19]4[C:24](=[CH:23][CH:22]=[CH:21][CH:20]=4)[C@@H:15]3[CH3:14])=[O:13])[CH:10]=2)[CH:7]=1. Procedure details: In close analogy to the procedure described in Example 1, 6-chloro-pyrazolo[1,5-a]pyrimidine-2-carboxylic acid is reacted with 1-Methyl-1,2,3,4-tetrahydro-isoquinoline to provide the titles-configurated compound in moderate yield. Reactants: CC(=O)O, Cn1c(C(F)(F)F)cc(=O)n(-c2cc(S(=O)(=O)Cl)c(Cl)cc2F)c1=O, O, [Zn]. Yields the product Cn1c(C(F)(F)F)cc(=O)n(-c2cc(S)c(Cl)cc2F)c1=O. RXN SMILES: [CH3:27][C:28](=[O:29])[OH:30].[Cl:1][c:2]1[c:3]([S:22]([Cl:23])(=[O:24])=[O:25])[cH:4][c:5](-[n:9]2[c:10](=[O:21])[n:11]([CH3:20])[c:12]([C:16]([F:17])([F:18])[F:19])[cH:13][c:14]2=[O:15])[c:6]([F:8])[cH:7]1.[OH2:26].[Zn:31]>>[Cl:1][c:2]1[c:3]([SH:22])[cH:4][c:5](-[n:9]2[c:10](=[O:21])[n:11]([CH3:20])[c:12]([C:16]([F:17])([F:18])[F:19])[cH:13][c:14]2=[O:15])[c:6]([F:8])[cH:7]1.